From a dataset of the Open Reaction Database (ORD), a public repository of structured organic reaction records. describe an organic reaction: reactants, conditions, products, and yield Reactants: CS(=O)(=O)Nc1ccccc1N1CCN(Cc2ccccc2)CC1, CO, CCOC(C)=O, Cl. The product is CS(=O)(=O)Nc1ccccc1N1CCNCC1, Cl. As a reaction SMILES: [CH3:1][S:2](=[O:3])(=[O:4])[NH:5][c:6]1[c:7]([N:12]2[CH2:13][CH2:14][N:15]([CH2:18][c:19]3[cH:20][cH:21][cH:22][cH:23][cH:24]3)[CH2:16][CH2:17]2)[cH:8][cH:9][cH:10][cH:11]1.[CH3:25][OH:26].[CH3:28][CH2:29][O:30][C:31]([CH3:32])=[O:33].[ClH:27]>>[CH3:1][S:2](=[O:3])(=[O:4])[NH:5][c:6]1[c:7]([N:12]2[CH2:13][CH2:14][NH:15][CH2:16][CH2:17]2)[cH:8][cH:9][cH:10][cH:11]1.[ClH:27].